This data is from the Open Reaction Database (ORD), a public repository of structured organic reaction records. The task is: describe an organic reaction: reactants, conditions, products, and yield Starting materials: ClC1=C(C=C(C=C1)S(=O)(=O)N1CCCCC2=C1C=CC=C2)N2C(NC=1C2=NC(=CC1C)C(=O)OCC)=O (3-[2-chloro-5-(2,3,4,5-tetrahydro-1H-1-benzoazepin-1-ylsulfonyl)-phenyl]-5-ethoxycarbonyl-7-methyl-1,3-dihydro-2H-imidazo[4,5-b]pyridin-2-one), C[Mg]I (methylmagnesium iodide), O1CCCC1 (tetrahydrofuran), [Cl-].[NH4+] (ammonium chloride). Run at time 8 hour. Product: ClC1=C(C=C(C=C1)S(=O)(=O)N1CCCCC2=C1C=CC=C2)N2C(NC=1C2=NC(=CC1C)C(C)(C)O)=O (3-[2-Chloro-5-(2,3,4,5-tetrahydro-1H-1-benzoazepin-1-ylsulfonyl)phenyl]-5-(2-hydroxy-2-propyl)-7-methyl-1,3-dihydro-2H-imidazo[4,5-b]pyridin-2-one). RXN SMILES: [Cl:1][C:2]1[CH:7]=[CH:6][C:5]([S:8]([N:11]2[C:17]3[CH:18]=[CH:19][CH:20]=[CH:21][C:16]=3[CH2:15][CH2:14][CH2:13][CH2:12]2)(=[O:10])=[O:9])=[CH:4][C:3]=1[N:22]1[C:26]2=[N:27][C:28](C(OCC)=O)=[CH:29][C:30]([CH3:31])=[C:25]2[NH:24][C:23]1=[O:37].[CH3:38][Mg]I.[Cl-].[NH4+].[O:43]1[CH2:47][CH2:46]CC1>>[Cl:1][C:2]1[CH:7]=[CH:6][C:5]([S:8]([N:11]2[C:17]3[CH:18]=[CH:19][CH:20]=[CH:21][C:16]=3[CH2:15][CH2:14][CH2:13][CH2:12]2)(=[O:10])=[O:9])=[CH:4][C:3]=1[N:22]1[C:26]2=[N:27][C:28]([C:47]([OH:43])([CH3:46])[CH3:38])=[CH:29][C:30]([CH3:31])=[C:25]2[NH:24][C:23]1=[O:37] |f:2.3|. Procedure details: To a solution of 3-[2-chloro-5-(2,3,4,5-tetrahydro-1H-1-benzoazepin-1-ylsulfonyl)-phenyl]-5-ethoxycarbonyl-7-methyl-1,3-dihydro-2H-imidazo[4,5-b]pyridin-2-one (30 mg) in tetrahydrofuran (3 mL) was added methylmagnesium iodide (3 mol/L diethyl ether solution, 0.061 mL) under ice-cooling, and the mixture was stirred at room temperature overnight. To the reaction mixture was added a saturated aqueous ammonium chloride solution, and the resulting mixture was extracted with ethyl acetate. The extract...